Task: describe an organic reaction: reactants, conditions, products, and yield. Dataset: the Open Reaction Database (ORD), a public repository of structured organic reaction records The reactants are IC1=NC=CC=C1 (2-iodopyridine), C(CC#C)C=1OC2=C(N1)C=C(C=C2)C#N (2-(but-3-ynyl)benzo[d]oxazole-5-carbonitrile). Product: N1=C(C=CC=C1)C#CCCC=1OC2=C(N1)C=C(C=C2)C#N (2-(4-(Pyridin-2-yl)but-3-ynyl)benzo[d]oxazole-5-carbonitrile), O1C=NC2=C1C=CC(=C2)C#N (benzo[d]oxazole-5-carbonitrile). RXN SMILES: I[C:2]1[CH:7]=[CH:6][CH:5]=[CH:4][N:3]=1.[CH2:8]([C:12]1[O:13][C:14]2[CH:20]=[CH:19][C:18]([C:21]#[N:22])=[CH:17][C:15]=2[N:16]=1)[CH2:9][C:10]#[CH:11]>>[N:3]1[CH:4]=[CH:5][CH:6]=[CH:7][C:2]=1[C:11]#[C:10][CH2:9][CH2:8][C:12]1[O:13][C:14]2[CH:20]=[CH:19][C:18]([C:21]#[N:22])=[CH:17][C:15]=2[N:16]=1.[O:13]1[C:14]2[CH:20]=[CH:19][C:18]([C:21]#[N:22])=[CH:17][C:15]=2[N:16]=[CH:12]1. Procedure: The title compound was prepared in accordance with the general method of Example 1, from 2-iodopyridine (89 mg, 0.43 mmol) and 2-(but-3-ynyl)benzo[d]oxazole-5-carbonitrile (100 mg, 0.51 mmol) at room temperature. The crude residue was purified by flash chromatography (DCM/MeOH 99:1) to yield 45 mg (0.16 mmol, 37%) of 2-(4-pyridin-2-yl)but-3-ynyl)benzo[d]oxazole-5-carbonitrile as a brown solid. Reactants: CCCCCCCC(O)C(C(C)=O)(C(=O)O)C(C)(C)C, O=C(O)C(F)(F)F, [Li]. Product: CCCCCCCC(O)CC(=O)O. Reaction SMILES: [C:9]([C:13]([C:10](=[O:11])[CH3:12])([C:14](=[O:15])[OH:16])[CH:17]([CH2:18][CH2:19][CH2:20][CH2:21][CH2:22][CH2:23][CH3:24])[OH:25])([CH3:26])([CH3:27])[CH3:28].[F:2][C:3]([F:4])([F:5])[C:6]([OH:7])=[O:8].[Li:1]>>[CH2:13]([C:14](=[O:15])[OH:16])[CH:17]([CH2:18][CH2:19][CH2:20][CH2:21][CH2:22][CH2:23][CH3:24])[OH:25]. Starting materials: N1C=CC2=CC=CC(=C12)C(=O)OCC1=CC=CC=C1 (benzyl indole-7-carboxylate), [H-].[Na+] (sodium hydride), C(C(C)(C)C)(=O)OCCl (Chloromethyl pivalate). The solvent is O1CCCC1 (tetrahydrofuran), O1CCCC1 (tetrahydrofuran). Run at temperature 0 celsius, time 1 hour. Product: C(C(C)(C)C)(=O)OCN1C=CC2=CC=CC(=C12)C(=O)OCC1=CC=CC=C1 (benzyl 1-pivaloyloxymethylindole-7-carboxylate). The yield is 106.1%. RXN SMILES: [H-].[Na+].[NH:3]1[C:11]2[C:6](=[CH:7][CH:8]=[CH:9][C:10]=2[C:12]([O:14][CH2:15][C:16]2[CH:21]=[CH:20][CH:19]=[CH:18][CH:17]=2)=[O:13])[CH:5]=[CH:4]1.[C:22]([O:28][CH2:29]Cl)(=[O:27])[C:23]([CH3:26])([CH3:25])[CH3:24]>O1CCCC1>[C:22]([O:28][CH2:29][N:3]1[C:11]2[C:6](=[CH:7][CH:8]=[CH:9][C:10]=2[C:12]([O:14][CH2:15][C:16]2[CH:21]=[CH:20][CH:19]=[CH:18][CH:17]=2)=[O:13])[CH:5]=[CH:4]1)(=[O:27])[C:23]([CH3:26])([CH3:25])[CH3:24] |f:0.1|. Procedure: To a suspension of sodium hydride (174 mg) in tetrahydrofuran (8.0 ml) was added dropwise a solution of benzyl indole-7-carboxylate (700 mg) in tetrahydrofuran (7.0 ml) at 0° C. and the mixture was stirred at 0° C. for 1 hour. Chloromethyl pivalate (461 mg) was added to the mixture and the solution was stirred at ambient temperature for 3 hours. The reaction was quenched with 1N hydrochloric acid and then the aqueous solution was extracted with ethyl acetate. Drying, filtering and removal of sol... The reactants are C(#N)C=1C=C(C=CC1F)S(=O)(=O)N(C1=NC=NS1)CC1=C(C=C(C=C1)OC)OC (3-cyano-N-(2,4-dimethoxybenzyl)-4-fluoro-N-1,2,4-thiadiazol-5-ylbenzenesulfonamide), C([O-])([O-])=O.[K+].[K+] (potassium carbonate), O (water), IC1=C(C=CC(=C1)C(F)(F)F)O (2-iodo-4-(trifluoromethyl)phenol). Run in CS(=O)C (DMSO). Conditions: time 2 hour. Yields the product C(#N)C=1C=C(C=CC1OC1=C(C=C(C=C1)C(F)(F)F)I)S(=O)(=O)N(C1=NC=NS1)CC1=C(C=C(C=C1)OC)OC (3-Cyano-N-(2,4-dimethoxybenzyl)-4-[2-iodo-4-(trifluoromethyl)phenoxy]-N-1,2,4-thiadiazol-5-ylbenzenesulfonamide). The yield is 84.0%. RXN SMILES: [C:1]([C:3]1[CH:4]=[C:5]([S:10]([N:13]([CH2:19][C:20]2[CH:25]=[CH:24][C:23]([O:26][CH3:27])=[CH:22][C:21]=2[O:28][CH3:29])[C:14]2[S:18][N:17]=[CH:16][N:15]=2)(=[O:12])=[O:11])[CH:6]=[CH:7][C:8]=1F)#[N:2].C(=O)([O-])[O-].[K+].[K+].[I:36][C:37]1[CH:42]=[C:41]([C:43]([F:46])([F:45])[F:44])[CH:40]=[CH:39][C:38]=1[OH:47].O>CS(C)=O>[C:1]([C:3]1[CH:4]=[C:5]([S:10]([N:13]([CH2:19][C:20]2[CH:25]=[CH:24][C:23]([O:26][CH3:27])=[CH:22][C:21]=2[O:28][CH3:29])[C:14]2[S:18][N:17]=[CH:16][N:15]=2)(=[O:12])=[O:11])[CH:6]=[CH:7][C:8]=1[O:47][C:38]1[CH:39]=[CH:40][C:41]([C:43]([F:44])([F:45])[F:46])=[CH:42][C:37]=1[I:36])#[N:2] |f:1.2.3|. Procedure details: To a solution of 3-cyano-N-(2,4-dimethoxybenzyl)-4-fluoro-N-1,2,4-thiadiazol-5-ylbenzenesulfonamide (Preparation 68, 25 g, 57.5 mmol) in DMSO (125 mL) was added potassium carbonate (20.4 g, 148 mmol) followed by dropwise addition of the 2-iodo-4-(trifluoromethyl)phenol (Preparation 224, 17.4 g, 60.6 mmol). The reaction was stirred at room temperature for 2 hours. The reaction was poured into water (1 L) and extracted with ethyl acetate (3×300 mL). The organic layers were combined and washed with... Starting materials: OC=1C=C(C=C2C(CCC(C12)=O)(C)C)C#C[Si](C)(C)C (8-hydroxy-4,4-dimethyl-6-trimethylsilanylethynyl-3,4-dihydro-2H-naphthalen-1-one), OC=1C=C(C=C2C(CCC(C12)=O)(C)C)C#C[Si](C)(C)C (8-hydroxy-4,4-dimethyl-6-trimethylsilanylethynyl-3,4-dihydro-2H-naphthalen-1-one), C([O-])([O-])=O.[K+].[K+] (potassium carbonate). Solvent: CO (methanol). Conditions: time 5 hour. The product is C(#C)C=1C=C2C(CCC(C2=C(C1)O)=O)(C)C (6-Ethynyl-8-hydroxy-4,4-dimethyl-3,4-dihydro-2H-naphthalen-1-one). Isolated yield 99.7%. Reaction SMILES: [OH:1][C:2]1[CH:3]=[C:4]([C:15]#[C:16][Si](C)(C)C)[CH:5]=[C:6]2[C:11]=1[C:10](=[O:12])[CH2:9][CH2:8][C:7]2([CH3:14])[CH3:13].C(=O)([O-])[O-].[K+].[K+]>CO>[C:15]([C:4]1[CH:5]=[C:6]2[C:11](=[C:2]([OH:1])[CH:3]=1)[C:10](=[O:12])[CH2:9][CH2:8][C:7]2([CH3:14])[CH3:13])#[CH:16] |f:1.2.3|. Reported procedure: A solution of 8-hydroxy-4,4-dimethyl-6-trimethylsilanylethynyl-3,4-dihydro-2H-naphthalen-1-one (Intermediate 66, 2.2 g, 7.4 mmol) in methanol (20 mL) was treated with potassium carbonate (2.04 g, 14.8 mmol) and the resulting reaction mixture was stirred at ambient temperature for 5 h. The solvent was evaporated in vacuo, the residue was diluted with water and extracted with diethyl ether. The organic phase was dried over anhydrous magnesium sulfate, filtered and evaporated in vacuo to afford the... Starting materials: O1C(C=CCC1)=O (5,6-dihydro-2H-pyran-2-one), C(C1=CC=CC=C1)N(C[Si](C)(C)C)COC (N-benzyl-N-(methoxymethyl)-N-trimethylsilylmethyl amine), FC(C(=O)O)(F)F (trifluoroacetic acid). Run in ClCCl (dichloromethane), ClCCl (dichloromethane). Reaction conditions: time 2 hour. Product: C(C1=CC=CC=C1)N1C[C@H]2[C@@H](C1)CCOC2=O ((±) cis-2-Benzyl-hexahydropyrano[3,4-c]pyrrole-4(1H)-one). RXN SMILES: [O:1]1[CH2:6][CH2:5][CH:4]=[CH:3][C:2]1=[O:7].[CH2:8]([N:15]([CH2:21]OC)[CH2:16][Si](C)(C)C)[C:9]1[CH:14]=[CH:13][CH:12]=[CH:11][CH:10]=1.FC(F)(F)C(O)=O>ClCCl>[CH2:8]([N:15]1[CH2:21][C@H:4]2[CH2:5][CH2:6][O:1][C:2](=[O:7])[C@H:3]2[CH2:16]1)[C:9]1[CH:14]=[CH:13][CH:12]=[CH:11][CH:10]=1. Procedure details: To a stirred solution of 5,6-dihydro-2H-pyran-2-one* (136 g, 1.39 mole) in dichloromethane (2 L) at -20° C. was added N-benzyl-N-(methoxymethyl)-N-trimethylsilylmethyl amine (80% pure) (D12, 450 g, 1.5 mole). To this solution was added trifluoroacetic acid in dichloromethane (140 ml, 1 molar solution) at -20° C. The reaction was then transferred at -20° C. under a small positive pressure of nitrogen via a double ended needle to a second flask on a water bath at 30° C. As the cold mixture warmed ... The reactants are CCO, CC(=O)O, CCOC(=O)c1c2n(c3ccc(Cl)c(Cl)c3c1=O)CCS2, [Na+], [OH-], O. Yields the product O=C(O)c1c2n(c3ccc(Cl)c(Cl)c3c1=O)CCS2. RXN SMILES: [CH3:22][CH2:23][OH:24].[CH3:26][C:27](=[O:28])[OH:29].[Cl:1][c:2]1[c:3]2[c:4](=[O:21])[c:5]([C:16](=[O:17])[O:18][CH2:19][CH3:20])[c:6]3[n:7]([c:8]2[cH:9][cH:10][c:11]1[Cl:12])[CH2:13][CH2:14][S:15]3.[Na+:31].[OH-:30].[OH2:25]>>[Cl:1][c:2]1[c:3]2[c:4](=[O:21])[c:5]([C:16](=[O:17])[OH:18])[c:6]3[n:7]([c:8]2[cH:9][cH:10][c:11]1[Cl:12])[CH2:13][CH2:14][S:15]3. Product: C(C)(C)(C)OC(=O)N1[C@@H](CCC1)C(=O)NC=1C(=C(C(=O)O)C=CC1)C ((S)-3-(1-(tert-butoxycarbonyl)pyrrolidine-2-carboxamido)-2-methylbenzoic acid). The yield is 45.0%. RXN SMILES: Cl.[NH2:2][C:3]1[C:4]([CH3:12])=[C:5]([CH:9]=[CH:10][CH:11]=1)[C:6]([OH:8])=[O:7].[C:13]([N:20]1[CH2:27][CH2:26][CH2:25][C@H:21]1[C:22](O)=[O:23])([O:15][C:16]([CH3:19])([CH3:18])[CH3:17])=[O:14]>ClCCl>[C:16]([O:15][C:13]([N:20]1[CH2:27][CH2:26][CH2:25][C@H:21]1[C:22]([NH:2][C:3]1[C:4]([CH3:12])=[C:5]([CH:9]=[CH:10][CH:11]=1)[C:6]([OH:8])=[O:7])=[O:23])=[O:14])([CH3:19])([CH3:18])[CH3:17]. Reported procedure: HCl salt (3.1 g, 16.6 mmol) was added to a suspension of 3-amino-2-methylbenzoic acid (2.5 g, 16.6 mmol) and N-Boc-L-proline (3.5 g, 16.6 mmol) in dichloromethane (40 mL). The reaction mixture was stirred under nitrogen for 18 h, diluted with solvent (1 vol) and washed with 1N HCl, brine, and dried (MgSO4). Concentration gave a foam with was applied to a 40 M Biotage SiO2 column, and eluted by gradient 20%-60% B (1000 mL); A=1% acetic acid/hexanes; B=1% acetic acid/ethyl acetate to give J.36 (S)... Reactants: Cl (HCl), NC=1C(=C(C(=O)O)C=CC1)C (3-amino-2-methylbenzoic acid), C(=O)(OC(C)(C)C)N1[C@H](C(=O)O)CCC1 (N-Boc-L-proline). Solvent: ClCCl (dichloromethane). Conditions: time 18 hour. Reactants: COC1=CC=C2CCC(CC2=C1)=O (7-methoxy-2-tetralone), [N+](=O)([O-])C1=C(C=CC=C1)S(=O)(=O)N(CC1=CC=C(C=C1)CN)CC1=NC=CC=C1 (N-(2-nitrobenzenesulfonyl)-N-(2-pyridinylmethyl)-1,4-benzenedimethanamine), [BH3-]C#N.[Na+] (NaBH3CN). Reagents/catalysts: C(C)(=O)O (acetic acid). Run in CO (MeOH), C(OC)(OC)OC (trimethyl orthoformate). Product: N1=C(C=CC=C1)CNCC1=CC=C(C=C1)CNC1CC2=CC(=CC=C2CC1)OC (N-(2-pyridinylmethyl)-N′-(7-methoxy-1,2,3,4-tetrahydro-2-naphthalenyl)-1,4-benzenedimethanamine). Isolated yield 76.3%. RXN SMILES: [CH3:1][O:2][C:3]1[CH:12]=[C:11]2[C:6]([CH2:7][CH2:8][C:9](=O)[CH2:10]2)=[CH:5][CH:4]=1.[N+](C1C=CC=CC=1S([N:26]([CH2:36][C:37]1[CH:42]=[CH:41][CH:40]=[CH:39][N:38]=1)[CH2:27][C:28]1[CH:33]=[CH:32][C:31]([CH2:34][NH2:35])=[CH:30][CH:29]=1)(=O)=O)([O-])=O.[BH3-]C#N.[Na+]>CO.C(OC)(OC)OC.C(O)(=O)C>[N:38]1[CH:39]=[CH:40][CH:41]=[CH:42][C:37]=1[CH2:36][NH:26][CH2:27][C:28]1[CH:29]=[CH:30][C:31]([CH2:34][NH:35][CH:9]2[CH2:8][CH2:7][C:6]3[C:11](=[CH:12][C:3]([O:2][CH3:1])=[CH:4][CH:5]=3)[CH2:10]2)=[CH:32][CH:33]=1 |f:2.3|. Reported procedure: Using General Procedure G: 7-methoxy-2-tetralone (60 mg, 0.34 mmol), N-(2-nitrobenzenesulfonyl)-N-(2-pyridinylmethyl)-1,4-benzenedimethanamine (100 mg, 0.24 mmol) and NaBH3CN (59 mg, 0.94 mmol) in MeOH (3 mL), trimethyl orthoformate (1.7 mL) and acetic acid (3 drops) were reacted for 3.5 hours. Following work-up, the crude material was purified by chromatography on silica gel (CH2Cl2/MeOH/NH4OH 98:1:1) to give the desired product (71 mg, 52%) as a yellow foam. Reactants: C(C)(C)(C)C1=CC=C(CN)C=C1 (4-tert-butylbenzylamine), FC(CCC=O)(F)F (4,4,4-trifluoro-butyraldehyde), [BH4-].[Na+] (sodium borohydride). The reagents and catalysts are Cl (HCl). Run in CO (methanol). Conditions: time 30 minute. The product is C(C)(C)(C)C1=CC=C(CNCCCC(F)(F)F)C=C1 ((4-tert-butyl-benzyl)-(4,4,4-trifluoro-butyl)-amine). Isolated yield 73.2%. RXN SMILES: [C:1]([C:5]1[CH:12]=[CH:11][C:8]([CH2:9][NH2:10])=[CH:7][CH:6]=1)([CH3:4])([CH3:3])[CH3:2].[F:13][C:14]([F:20])([F:19])[CH2:15][CH2:16][CH:17]=O.[BH4-].[Na+]>CO.Cl>[C:1]([C:5]1[CH:6]=[CH:7][C:8]([CH2:9][NH:10][CH2:17][CH2:16][CH2:15][C:14]([F:20])([F:19])[F:13])=[CH:11][CH:12]=1)([CH3:4])([CH3:2])[CH3:3] |f:2.3|. Reported procedure: 0.097 ml of 4-tert-butylbenzylamine (0.55 mmol) and 110 mg 4,4,4-trifluoro-butyraldehyde (0.83 mmol) were dissolved in 2 ml methanol and stirred 30 min at rt and then refluxed for 2.5 h. After cooling down to rt, 25 mg (0.66 mmol) of sodium borohydride were added and after stirring for 5 min at rt, the reaction mixture was refluxed for 2¾ h. After cooling down to rt, the reaction mixture was treated with 1 drop 1 N HCl and concentrated in vacuo. The residue was diluted with water/EtOAc. After se...